From a dataset of the Open Reaction Database (ORD), a public repository of structured organic reaction records. describe an organic reaction: reactants, conditions, products, and yield The yield is 81.6%. RXN SMILES: [Cl:1][C:2]1[CH:3]=[C:4]([C:9]2[N:17]([CH2:18][C:19](O)=[O:20])[C:12]3=[N:13][CH:14]=[CH:15][CH:16]=[C:11]3[N:10]=2)[CH:5]=[CH:6][C:7]=1[Cl:8].C(N1C=CN=C1)(N1C=CN=C1)=O.[CH2:34]([NH:37][CH2:38][CH2:39][CH3:40])[CH2:35][CH3:36]>O1CCCC1>[OH2:20].[Cl:1][C:2]1[CH:3]=[C:4]([C:9]2[N:17]([CH2:18][C:19]([N:37]([CH2:38][CH2:39][CH3:40])[CH2:34][CH2:35][CH3:36])=[O:20])[C:12]3=[N:13][CH:14]=[CH:15][CH:16]=[C:11]3[N:10]=2)[CH:5]=[CH:6][C:7]=1[Cl:8] |f:4.5|. Procedure: Under nitrogen bubbling, a mixture of 2-(3,4-dichlorophenyl)-3H-imidazo[4,5-b]pyridine-3-acetic acid (3.5 g, 0.011 mole) and 1,1'-carbonyldiimidazole (1.95 g, 0.011 mole) in 120 ml of tetrahydrofuran was stirred at room temperature for 31/2 hrs. Then, under nitrogen atmosphere, dipropylamine (2.43 g, 0.024 mole) was added at room temperature and the reaction mixture was heated at reflux for 6 hrs. The reaction mixture was filtered, and the filtrate was evaporated to dryness. The residue was trea... The product is O.ClC=1C=C(C=CC1Cl)C1=NC=2C(=NC=CC2)N1CC(=O)N(CCC)CCC (2-(3,4-Dichlorophenyl)-N,N-dipropyl-3H-imidazo[4,5-b]pyridine-3-acetamide hydrate). Reaction conditions: time 2 hour. Starting materials: ClC=1C=C(C=CC1Cl)C1=NC=2C(=NC=CC2)N1CC(=O)O (2-(3,4-dichlorophenyl)-3H-imidazo[4,5-b]pyridine-3-acetic acid), C(=O)(N1C=NC=C1)N1C=NC=C1 (1,1'-carbonyldiimidazole), C(CC)NCCC (dipropylamine). Solvent: O1CCCC1 (tetrahydrofuran). The reactants are CCOC(=O)C1(NC(=O)c2cccc(C)c2OC2CCC2)Cc2ccc(F)cc2C1, CCO, [K+], [OH-], O. The product is Cc1cccc(C(=O)NC2(C(=O)O)Cc3ccc(F)cc3C2)c1OC1CCC1. As a reaction SMILES: [CH2:1]([CH3:2])[O:3][C:4](=[O:5])[C:6]1([NH:16][C:17]([c:18]2[c:19]([O:25][CH:26]3[CH2:27][CH2:28][CH2:29]3)[c:20]([CH3:24])[cH:21][cH:22][cH:23]2)=[O:30])[CH2:7][c:8]2[cH:9][cH:10][c:11]([F:15])[cH:12][c:13]2[CH2:14]1.[CH3:34][CH2:35][OH:36].[K+:32].[OH-:31].[OH2:33]>>[O:3]=[C:4]([OH:5])[C:6]1([NH:16][C:17]([c:18]2[c:19]([O:25][CH:26]3[CH2:27][CH2:28][CH2:29]3)[c:20]([CH3:24])[cH:21][cH:22][cH:23]2)=[O:30])[CH2:7][c:8]2[cH:9][cH:10][c:11]([F:15])[cH:12][c:13]2[CH2:14]1. Starting materials: BrC1=CC=C(C=C1)C1OCCO1 (2-(4-bromophenyl)-1,3-dioxolane), [Mg] (magnesium), ice, COC1=C(C=O)C(=C(C(=C1OC)OC)OC)C (2,3,4,5-tetramethoxy-6-methylbenzaldehyde), Grignard reagent, O (water). The solvent is C1CCOC1 (THF). Conditions: time 4 hour. Product: OC(C1=CC=C(C=C1)C1OCCO1)C1=C(C(=C(C(=C1C)OC)OC)OC)OC (2-{4-[hydroxy-(2,3,4,5-tetramethoxy-6-methylphenyl)methyl]phenyl}-1,3-dioxolane). Isolated yield 95.5%. Reaction SMILES: [CH3:1][O:2][C:3]1[C:10]([O:11][CH3:12])=[C:9]([O:13][CH3:14])[C:8]([O:15][CH3:16])=[C:7]([CH3:17])[C:4]=1[CH:5]=[O:6].Br[C:19]1[CH:24]=[CH:23][C:22]([CH:25]2[O:29][CH2:28][CH2:27][O:26]2)=[CH:21][CH:20]=1.[Mg].O>C1COCC1>[OH:6][CH:5]([C:4]1[C:7]([CH3:17])=[C:8]([O:15][CH3:16])[C:9]([O:13][CH3:14])=[C:10]([O:11][CH3:12])[C:3]=1[O:2][CH3:1])[C:19]1[CH:24]=[CH:23][C:22]([CH:25]2[O:26][CH2:27][CH2:28][O:29]2)=[CH:21][CH:20]=1. Procedure details: To an ice-cold solution of 2,3,4,5-tetramethoxy-6-methylbenzaldehyde (5.03 g, 20.94 mmol) in THF (200 ml) was added dropwise a Grignard reagent prepared from 2-(4-bromophenyl)-1,3-dioxolane (12.0 g, 52.4 mmol) and magnesium (1.40 g, 57.6 mmol), and then stirred at room temperature for 4 hours. The reaction mixture was poured into water and was extracted with ether. After the extract was washed with water and dried, and then the solvent was distilled off. The residue was purified by a silica gel ... RXN SMILES: [CH3:1][O:2][C:3]1[CH:4]=[CH:5][CH:6]=[C:7]2[C:12]=1[CH2:11][CH:10]([NH2:13])[CH2:9][CH2:8]2.[C:14](Cl)(=[O:18])[CH:15]([CH3:17])[CH3:16]>>[CH3:1][O:2][C:3]1[CH:4]=[CH:5][CH:6]=[C:7]2[C:12]=1[CH2:11][CH:10]([NH:13][C:14](=[O:18])[CH:15]([CH3:17])[CH3:16])[CH2:9][CH2:8]2. Yields the product COC=1C=CC=C2CCC(CC12)NC(C(C)C)=O (8-methoxy-2-iso-butyramido-tetralin). Procedure details: Using a procedure similar to that described in Example 1, 0.22 g of 8-methoxy-2-amino-tetralin yielded 0.18 g (71%) of 8-methoxy-2-iso-butyramido-tetralin following treatment with iso-butyryl chloride. Isolated yield 71.0%. The reactants are C(C(C)C)(=O)Cl (iso-butyryl chloride), COC=1C=CC=C2CCC(CC12)N (8-methoxy-2-amino-tetralin). Reactants: solution, C(CCC)[Li] (n-butyllithium), C(C(=O)OCC)(=O)OCC (diethyl oxalate), COC1=C(C=CC=C1)OC (1,2-dimethoxybenzene), [NH4+].[Cl-] (NH4Cl). Run in CCCCCC (hexane), CCOCC (ether). Reaction conditions: temperature -40 celsius, time 24 hour. The product is COC1=C(C=CC=C1OC)C(C(=O)OCC)=O (Ethyl 2-(2,3-dimethoxyphenyl)-2-oxoacetate). RXN SMILES: [CH3:1][O:2][C:3]1[CH:8]=[CH:7][CH:6]=[CH:5][C:4]=1[O:9][CH3:10].C([Li])CCC.[C:16](OCC)(=[O:22])[C:17]([O:19][CH2:20][CH3:21])=[O:18].[NH4+].[Cl-]>CCOCC.CCCCCC>[CH3:1][O:2][C:3]1[C:4]([O:9][CH3:10])=[CH:5][CH:6]=[CH:7][C:8]=1[C:16](=[O:22])[C:17]([O:19][CH2:20][CH3:21])=[O:18] |f:3.4|. Procedure details: A mixture of 27.6 g of 1,2-dimethoxybenzene in 160 ml of ether is cooled to −40° C., 250 ml of a 1.6 M solution of n-butyllithium in hexane are added dropwise and the mixture is then left stirring for 24 hours while allowing the temperature to return to RT. The reaction mixture is cooled to −20° C., 136 ml of diethyl oxalate are added rapidly and the mixture is left stirring while allowing the temperature to return to RT. After stirring for 30 minutes at RT, the reaction mixture is poured into s... Starting materials: C[Si]([N-][Si](C)(C)C)(C)C.[Li+] (lithium 1,1,1,3,3,3-hexamethyldisilazan-2-ide), NC1=NC(=C(C(=C1C#N)C1=CN=CS1)C#N)SCC=1N=C(SC1)C1=CC=C(C=C1)Cl (2-amino-6-({[2-(4-chlorophenyl)-1,3-thiazol-4-yl]methyl}sulfanyl)-4-(1,3-thiazol-5-yl)pyridine-3,5-dicarbonitrile), ICCI (1,2-diiodethane). Solvent: C1CCOC1 (THF), C1CCOC1 (THF). Reaction conditions: temperature -78 celsius, time 1 hour. The product is NC1=NC(=C(C(=C1C#N)C1=CN=C(S1)I)C#N)SCC=1N=C(SC1)C1=CC=C(C=C1)Cl (2-Amino-6-({[2-(4-chlorophenyl)-1,3-thiazol-4-yl]methyl}sulfanyl)-4-(2-iodo-1,3-thiazol-5-yl)pyridine-3,5-dicarbonitrile). The yield is 15.0%. RXN SMILES: [NH2:1][C:2]1[C:7]([C:8]#[N:9])=[C:6]([C:10]2[S:14][CH:13]=[N:12][CH:11]=2)[C:5]([C:15]#[N:16])=[C:4]([S:17][CH2:18][C:19]2[N:20]=[C:21]([C:24]3[CH:29]=[CH:28][C:27]([Cl:30])=[CH:26][CH:25]=3)[S:22][CH:23]=2)[N:3]=1.C[Si](C)(C)[N-][Si](C)(C)C.[Li+].[I:41]CCI>C1COCC1>[NH2:1][C:2]1[C:7]([C:8]#[N:9])=[C:6]([C:10]2[S:14][C:13]([I:41])=[N:12][CH:11]=2)[C:5]([C:15]#[N:16])=[C:4]([S:17][CH2:18][C:19]2[N:20]=[C:21]([C:24]3[CH:29]=[CH:28][C:27]([Cl:30])=[CH:26][CH:25]=3)[S:22][CH:23]=2)[N:3]=1 |f:1.2|. Procedure details: Under argon, 230 mg (0.493 mmol) of 2-amino-6-({[2-(4-chlorophenyl)-1,3-thiazol-4-yl]methyl}sulfanyl)-4-(1,3-thiazol-5-yl)pyridine-3,5-dicarbonitrile were dissolved in 15 ml of THF and cooled to −78° C. At this temperature, 1.182 ml (1.182 mmol) of lithium 1,1,1,3,3,3-hexamethyldisilazan-2-ide (1 M in THF) were added dropwise. After 1 h of stirring at −78° C., a solution of 0.143 ml (1.084 mmol) of 1,2-diiodethane in 5 ml of THF was added dropwise, and the reaction mixture was stirred at −78° C.... The reactants are C(C)(C)[N-]C(C)C.[Li+] (lithium diisopropylamide), FC1(CCN(CC1)C(=O)OC(C)(C)C)C(=O)OC (1-tert-butyl 4-methyl 4-fluoropiperidine-1,4-dicarboxylate), ClCI (chloroiodomethane). The product is ClCC(=O)C1(CCN(CC1)C(=O)OC(C)(C)C)F (tert-butyl 4-(2-chloroacetyl)-4-fluoropiperidine-1-carboxylate). The yield is 78.1%. RXN SMILES: C([N-]C(C)C)(C)C.[Li+].[F:9][C:10]1([C:23]([O:25]C)=O)[CH2:15][CH2:14][N:13]([C:16]([O:18][C:19]([CH3:22])([CH3:21])[CH3:20])=[O:17])[CH2:12][CH2:11]1.[Cl:27][CH2:28]I>>[Cl:27][CH2:28][C:23]([C:10]1([F:9])[CH2:11][CH2:12][N:13]([C:16]([O:18][C:19]([CH3:20])([CH3:21])[CH3:22])=[O:17])[CH2:14][CH2:15]1)=[O:25] |f:0.1|. Procedure: Prepared according to the method of Example 60, Step A, using lithium diisopropylamide (12.8 mL, 19.1 mmol), 1-tert-butyl 4-methyl 4-fluoropiperidine-1,4-dicarboxylate (1.0 g, 3.83 mmol) and chloroiodomethane (2.70 g, 15.3 mmol). Obtained 0.837 g (78.2% yield) of the desired compound. The reactants are FC1=C(C(=O)NC=2SC(=C(N2)C(=O)OC)C2=CC(=CC=C2)C(F)(F)F)C(=CC=C1)F (Methyl 2-(2,6-difluorobenzamido)-5-(3-(trifluoromethyl)phenyl)thiazole-4-carboxylate), C[Mg+].[Br-] (MeMgBr), CCOCC (Et2O). Reaction conditions: time 1 hour. Yields the product FC1=C(C(=O)NC=2SC(=C(N2)C(C)(C)O)C2=CC(=CC=C2)C(F)(F)F)C(=CC=C1)F (2,6-Difluoro-N-(4-(2-hydroxypropan-2-yl)-5-(3-(trifluoromethyl)phenyl)thiazol-2-yl)benzamide). Yield: 91.0%. As a reaction SMILES: [F:1][C:2]1[CH:29]=[CH:28][CH:27]=[C:26]([F:30])[C:3]=1[C:4]([NH:6][C:7]1[S:8][C:9]([C:16]2[CH:21]=[CH:20][CH:19]=[C:18]([C:22]([F:25])([F:24])[F:23])[CH:17]=2)=[C:10](C(OC)=O)[N:11]=1)=[O:5].[CH3:31][Mg+].[Br-].CC[O:36][CH2:37][CH3:38]>>[F:30][C:26]1[CH:27]=[CH:28][CH:29]=[C:2]([F:1])[C:3]=1[C:4]([NH:6][C:7]1[S:8][C:9]([C:16]2[CH:21]=[CH:20][CH:19]=[C:18]([C:22]([F:25])([F:24])[F:23])[CH:17]=2)=[C:10]([C:37]([OH:36])([CH3:38])[CH3:31])[N:11]=1)=[O:5] |f:1.2|. Procedure details: Into a solution of Compound 35 (100 mg, 0.24 mmol) in 5 mL of Et2O was added dropwise MeMgBr (1.0 M solution in THF, 1.2 mL) at 0° C. The mixture was stirred at room temperature for 1 hour and quenched with 10 mL of H2O. The solution was extracted with Et2O. The combined extracts were dried and concentrated. The residue was purified by column chromatography on silica gel (10-70% EtOAc in hexanes) to give Compound 68 (91 mg, 91%) as a white solid. Reactants: O=Cc1ccc(C(=O)O)cc1, [BH3-]C#N, CO, CC(=O)O, CCN(C(C)C)C(C)C, Cl, CC(C)(C)OC(=O)CCN, [Na+], O. Product: CC(C)(C)OC(=O)CCNCc1ccc(C(=O)O)cc1. RXN SMILES: [C:21](=[O:22])([OH:23])[c:24]1[cH:25][cH:26][c:27]([CH:28]=[O:29])[cH:30][cH:31]1.[C:32]([BH3-:33])#[N:34].[CH3:36][OH:37].[CH3:39][C:40](=[O:41])[OH:42].[CH:12]([N:13]([CH:14]([CH3:15])[CH3:16])[CH2:17][CH3:18])([CH3:19])[CH3:20].[ClH:1].[NH2:2][CH2:3][CH2:4][C:5](=[O:6])[O:7][C:8]([CH3:9])([CH3:10])[CH3:11].[Na+:35].[OH2:38]>>[NH:2]([CH2:3][CH2:4][C:5](=[O:6])[O:7][C:8]([CH3:9])([CH3:10])[CH3:11])[CH2:28][c:27]1[cH:26][cH:25][c:24]([C:21](=[O:22])[OH:23])[cH:31][cH:30]1.